Dataset: the Open Reaction Database (ORD), a public repository of structured organic reaction records. Task: describe an organic reaction: reactants, conditions, products, and yield Starting materials: C(C1=CC=CC=C1)OC(=O)C1CC2CCC(N2C1=O)=O (hexahydro-3,5-dioxo-1H-pyrrolizine-2-carboxylic acid benzyl ester), [H][H] (hydrogen). The reagents and catalysts are [Pd] (Pd/C). Run in O1CCOCC1 (dioxane). Yields the product O=C1C(CC2CCC(N12)=O)C(=O)O (hexahydro-3,5-dioxo-1H-pyrrolizine-2-carboxylic acid). RXN SMILES: C([O:8][C:9]([CH:11]1[C:18](=[O:19])[N:17]2[CH:13]([CH2:14][CH2:15][C:16]2=[O:20])[CH2:12]1)=[O:10])C1C=CC=CC=1.[H][H]>O1CCOCC1.[Pd]>[O:19]=[C:18]1[N:17]2[CH:13]([CH2:14][CH2:15][C:16]2=[O:20])[CH2:12][CH:11]1[C:9]([OH:10])=[O:8]. Procedure details: A solution of hexahydro-3,5-dioxo-1H-pyrrolizine-2-carboxylic acid benzyl ester 25.90.1 g, yy mole) in dioxane (200 ml) is treated with hydrogen gas in the presence of 20% Pd/C catalyst for eight hours. The mixture is filtered and concentrated at reduced pressure (below 25° C.) to yield pure hexahydro-3,5-dioxo-1H-pyrrolizine-2-carboxylic acid. Reactants: N([C@@H](CCC(OC(C)(C)C)=O)C(=O)N[C@@H](CC(OC(C)(C)C)=O)C(=O)N[C@@H](CCC(OC(C)(C)C)=O)C(=O)N[C@@H](CO)C(=O)N[C@@H](C)C(=O)OC(C)(C)C)C(=O)OCC1=CC=CC=C1 (Z-Glu(OtBu)-Asp(OtBu)-Glu(OtBu)-Ser-Ala-OtBu). The reagents and catalysts are [Pd] (palladium-on-carbon). Solvent: CO (methanol). Product: N[C@@H](CCC(OC(C)(C)C)=O)C(=O)N[C@@H](CC(OC(C)(C)C)=O)C(=O)N[C@@H](CCC(OC(C)(C)C)=O)C(=O)N[C@@H](CO)C(=O)N[C@@H](C)C(=O)OC(C)(C)C (H-Glu(OtBu)-Asp(OtBu)-Glu(OtBu)-Ser-Ala-OtBu). Yield: 94.0%. As a reaction SMILES: [NH:1](C(OCC1C=CC=CC=1)=O)[C@H:2]([C:12]([NH:14][C@H:15]([C:24]([NH:26][C@H:27]([C:37]([NH:39][C@H:40]([C:43]([NH:45][C@H:46]([C:48]([O:50][C:51]([CH3:54])([CH3:53])[CH3:52])=[O:49])[CH3:47])=[O:44])[CH2:41][OH:42])=[O:38])[CH2:28][CH2:29][C:30](=[O:36])[O:31][C:32]([CH3:35])([CH3:34])[CH3:33])=[O:25])[CH2:16][C:17](=[O:23])[O:18][C:19]([CH3:22])([CH3:21])[CH3:20])=[O:13])[CH2:3][CH2:4][C:5](=[O:11])[O:6][C:7]([CH3:10])([CH3:9])[CH3:8]>[Pd].CO>[NH2:1][C@H:2]([C:12]([NH:14][C@H:15]([C:24]([NH:26][C@H:27]([C:37]([NH:39][C@H:40]([C:43]([NH:45][C@H:46]([C:48]([O:50][C:51]([CH3:52])([CH3:54])[CH3:53])=[O:49])[CH3:47])=[O:44])[CH2:41][OH:42])=[O:38])[CH2:28][CH2:29][C:30](=[O:36])[O:31][C:32]([CH3:33])([CH3:34])[CH3:35])=[O:25])[CH2:16][C:17](=[O:23])[O:18][C:19]([CH3:22])([CH3:21])[CH3:20])=[O:13])[CH2:3][CH2:4][C:5](=[O:11])[O:6][C:7]([CH3:10])([CH3:9])[CH3:8]. Procedure: A solution of 8.0 g. (8.8 mmoles) of Z-28-32-OtBu in 160 ml. of methanol is hydrogenated in the presence of 1 g. of palladium-on-carbon. When the reaction terminates, the catalyst is filtered off, the filtrate is evaporated to dryness, and the residue is triturated with ether and petroleum ether. 6.4 g. (94 %) of H-28-32-OtBu are obtained. M.p.: 138-139°C; Rf12 = 0.1; [α]D = -9.7° (c = 1, in ethanol). The reactants are N([C@@H](CC1=CC=CC=C1)C(=O)O)C(=O)OC(C)(C)C (Boc-Phe). Solvent: C(=O)(C(F)(F)F)O.C(Cl)Cl (TFA CH2Cl2). The product is N[C@@H](CC1=CC=CC=C1)C(=O)O (Phe). RXN SMILES: [NH:1](C(OC(C)(C)C)=O)[C@H:2]([C:10]([OH:12])=[O:11])[CH2:3][C:4]1[CH:9]=[CH:8][CH:7]=[CH:6][CH:5]=1>C(O)(C(F)(F)F)=O.C(Cl)Cl>[NH2:1][C@H:2]([C:10]([OH:12])=[O:11])[CH2:3][C:4]1[CH:9]=[CH:8][CH:7]=[CH:6][CH:5]=1 |f:1.2|. Reported procedure: 6 g of Boc-Phe-PAM resin (substitution 0.36 mmol/g) was suspended and shaken in TFA/CH2Cl2 (1:1 by volume, 3×50 mL) 10 min. each time at room temperature to remove the Boc-group. The product was isolated by filtration and washed (3×50 mL each) with CH2Cl2 8% DIEA in CH2Cl2 and CH2Cl2 to give the free base of Phe-PAN-resin. This was subjected to sequential solid phase synthesis using the Fmoc-protocol. All couplings were performed using the DCC/HOBT procedure. At step 7 the Fmoc-amino acid, DCC, ... Starting materials: NC=1SC(=C(N1)C(=O)N1[C@H]2C[C@H]2C[C@H]1CN)C1=CC(=CC=C1)F ([2-amino-5-(3-fluoro-phenyl)-thiazol-4-yl]-((1S,3S,5S)-3-aminomethyl-2-aza-bicyclo[3.1.0]hex-2-yl)-methanone), N1C=C(C2=CC=CC=C12)C(=O)O (1H-indole-3-carboxylic acid). Product: NC=1SC(=C(N1)C(=O)N1[C@H]2C[C@H]2C[C@H]1CNC(=O)C1=CNC2=CC=CC=C12)C1=CC(=CC=C1)F (1H-indole-3-carboxylic acid {(1S,3S,5S)-2-[2-amino-5-(3-fluoro-phenyl)-thiazole-4-carbonyl]-2-aza-bicyclo[3.1.0]hex-3-ylmethyl}-amide). Reaction SMILES: [NH2:1][C:2]1[S:3][C:4]([C:17]2[CH:22]=[CH:21][CH:20]=[C:19]([F:23])[CH:18]=2)=[C:5]([C:7]([N:9]2[C@H:14]([CH2:15][NH2:16])[CH2:13][C@H:12]3[C@@H:10]2[CH2:11]3)=[O:8])[N:6]=1.[NH:24]1[C:32]2[C:27](=[CH:28][CH:29]=[CH:30][CH:31]=2)[C:26]([C:33](O)=[O:34])=[CH:25]1>>[NH2:1][C:2]1[S:3][C:4]([C:17]2[CH:22]=[CH:21][CH:20]=[C:19]([F:23])[CH:18]=2)=[C:5]([C:7]([N:9]2[C@H:14]([CH2:15][NH:16][C:33]([C:26]3[C:27]4[C:32](=[CH:31][CH:30]=[CH:29][CH:28]=4)[NH:24][CH:25]=3)=[O:34])[CH2:13][C@H:12]3[C@@H:10]2[CH2:11]3)=[O:8])[N:6]=1. Reported procedure: prepared by reaction of [2-amino-5-(3-fluoro-phenyl)-thiazol-4-yl]-((1S,3S,5S)-3-aminomethyl-2-aza-bicyclo[3.1.0]hex-2-yl)-methanone with 1H-indole-3-carboxylic acid. LC-MS (basic): tR=0.78 min; [M+H]+=476.3. The reactants are CCO, NC(=S)Nc1ccc(Cl)c(C(F)(F)F)c1, CI. Product: CSC(=N)Nc1ccc(Cl)c(C(F)(F)F)c1, I. Reaction SMILES: [CH3:18][CH2:19][OH:20].[Cl:1][c:2]1[c:3]([C:12]([F:13])([F:14])[F:15])[cH:4][c:5]([NH:8][C:9](=[S:10])[NH2:11])[cH:6][cH:7]1.[I:16][CH3:17]>>[Cl:1][c:2]1[c:3]([C:12]([F:13])([F:14])[F:15])[cH:4][c:5]([NH:8][C:9]([S:10][CH3:17])=[NH:11])[cH:6][cH:7]1.[IH:16]. Starting materials: BrC1=CC=C(C(=O)NCCC2=CC(=CC=C2)OC)C=C1 (4-bromo-N-[2-(3-methoxy-phenyl)-ethyl]-benzamide), P(=O)(Cl)(Cl)Cl (phosphorus oxychloride). Solvent: C(C)#N (acetonitrile). Reaction conditions: temperature 80 celsius. Yields the product BrC1=CC=C(C=C1)C1=NCCC2=CC(=CC=C12)OC (1-(4-bromo-phenyl)-6-methoxy-3,4-dihydro-isoquinoline). The yield is 98.1%. Reaction SMILES: [Br:1][C:2]1[CH:20]=[CH:19][C:5]([C:6]([NH:8][CH2:9][CH2:10][C:11]2[CH:16]=[CH:15][CH:14]=[C:13]([O:17][CH3:18])[CH:12]=2)=O)=[CH:4][CH:3]=1.P(Cl)(Cl)(Cl)=O>C(#N)C>[Br:1][C:2]1[CH:20]=[CH:19][C:5]([C:6]2[C:16]3[C:11](=[CH:12][C:13]([O:17][CH3:18])=[CH:14][CH:15]=3)[CH2:10][CH2:9][N:8]=2)=[CH:4][CH:3]=1. Procedure: 50 g of 4-bromo-N-[2-(3-methoxy-phenyl)-ethyl]-benzamide are dissolved in 750 ml of acetonitrile and treated under argon with 55 ml of phosphorus oxychloride. After heating to 80° C. the majority of the solvent is removed and the residue is adjusted to pH >12 with concentrated ammonia solution and extracted with ethyl acetate. The organic extracts are washed with saturated sodium chloride solution, dried and concentrated. There are obtained 46.4 g of 1-(4-bromo-phenyl)-6-methoxy-3,4-dihydro-isoq...